This data is from the Open Reaction Database (ORD), a public repository of structured organic reaction records. The task is: describe an organic reaction: reactants, conditions, products, and yield Starting materials: COC(C)=O, COC(=O)c1ccc(SC)cc1[N+](=O)[O-], [H][H], S=[Pt]. The product is COC(=O)c1ccc(SC)cc1N. As a reaction SMILES: [C:18]([O:19][CH3:20])(=[O:21])[CH3:22].[CH3:1][S:2][c:3]1[cH:4][c:5]([N+:13]([O-:14])=[O:15])[c:6]([C:7](=[O:8])[O:9][CH3:10])[cH:11][cH:12]1.[H:16][H:17].[Pt:23]=[S:24]>>[CH3:1][S:2][c:3]1[cH:4][c:5]([NH2:13])[c:6]([C:7](=[O:8])[O:9][CH3:10])[cH:11][cH:12]1.